Dataset: the Open Reaction Database (ORD), a public repository of structured organic reaction records. Task: describe an organic reaction: reactants, conditions, products, and yield Starting materials: ClC1=CC(=C(C#N)C=C1)C (4-chloro-2-methylbenzonitrile), [K] (potassium), ClC1=C(C=CC(=C1)F)O (2-chloro-4-fluorophenol). Solvent: CC(=O)N(C)C (dimethyl acetamide). Yields the product CC1=C(C#N)C=CC(=C1)OC1=C(C=C(C=C1)F)Cl (2-methyl-4-(2'-chloro-4'-fluorophenoxy)benzonitrile). Yield: 96.8%. Reaction SMILES: Cl[C:2]1[CH:9]=[CH:8][C:5]([C:6]#[N:7])=[C:4]([CH3:10])[CH:3]=1.[K].[Cl:12][C:13]1[CH:18]=[C:17]([F:19])[CH:16]=[CH:15][C:14]=1[OH:20]>CC(N(C)C)=O>[CH3:10][C:4]1[CH:3]=[C:2]([O:20][C:14]2[CH:15]=[CH:16][C:17]([F:19])=[CH:18][C:13]=2[Cl:12])[CH:9]=[CH:8][C:5]=1[C:6]#[N:7] |^1:10|. Reported procedure: A stirred solution of 4-chloro-2-methylbenzonitrile (4.7 g., 0.03 mole) and the potassium salt of 2-chloro-4-fluorophenol (5.54 g., 0.03 mole) in 40 ml of dimethyl acetamide was heated for 48 hours at 150° C. The cooled reaction mixture was diluted with 200 ml. of water to precipitate a brown oil. An ether extract yielded 7.6 g of 2-methyl-4-(2'-chloro-4'-fluorophenoxy)benzonitrile as a brown oil in about 90% purity.